Dataset: the Open Reaction Database (ORD), a public repository of structured organic reaction records. Task: describe an organic reaction: reactants, conditions, products, and yield Starting materials: CC(C)(C)OC(=O)N1CC(O)CC1C(=O)O, CCOC(C)=O, C(=NC1CCCCC1)=NC1CCCCC1, Oc1c(F)c(F)c(F)c(F)c1F. Product: CC(C)(C)OC(=O)N1CC(O)CC1C(=O)Oc1c(F)c(F)c(F)c(F)c1F. As a reaction SMILES: [C:1](=[O:2])([O:3][C:4]([CH3:5])([CH3:6])[CH3:7])[N:8]1[CH:9]([C:10](=[O:11])[OH:12])[CH2:13][CH:14]([OH:16])[CH2:15]1.[CH3:44][CH2:45][O:46][C:47](=[O:48])[CH3:49].[CH:29]1([N:30]=[C:31]=[N:32][CH:33]2[CH2:34][CH2:35][CH2:36][CH2:37][CH2:38]2)[CH2:39][CH2:40][CH2:41][CH2:42][CH2:43]1.[F:17][c:18]1[c:19]([F:28])[c:20]([F:27])[c:21]([F:26])[c:22]([F:25])[c:23]1[OH:24]>>[C:1](=[O:2])([O:3][C:4]([CH3:5])([CH3:6])[CH3:7])[N:8]1[CH:9]([C:10]([O:11][c:23]2[c:18]([F:17])[c:19]([F:28])[c:20]([F:27])[c:21]([F:26])[c:22]2[F:25])=[O:12])[CH2:13][CH:14]([OH:16])[CH2:15]1.